Dataset: the Open Reaction Database (ORD), a public repository of structured organic reaction records. Task: describe an organic reaction: reactants, conditions, products, and yield Starting materials: C1CCOC1, CI, [Cl-], [NH4+], N#CC1CCC2(CC1)OCCO2. Yields the product CC1(C#N)CCC2(CC1)OCCO2. RXN SMILES: [CH2:17]1[O:18][CH2:19][CH2:20][CH2:21]1.[CH3:13][I:14].[Cl-:15].[NH4+:16].[O:1]1[CH2:2][CH2:3][O:4][C:5]12[CH2:6][CH2:7][CH:8]([C:11]#[N:12])[CH2:9][CH2:10]2>>[O:1]1[CH2:2][CH2:3][O:4][C:5]12[CH2:6][CH2:7][C:8]([C:11]#[N:12])([CH3:13])[CH2:9][CH2:10]2. RXN SMILES: [B:18]([OH:19])([OH:20])[c:21]1[cH:22][c:23]([C:24](=[O:25])[OH:26])[cH:27][cH:28][c:29]1[CH3:30].[CH3:37][CH2:38][OH:39].[CH3:40][O:41][CH2:42][CH2:43][O:44][CH3:45].[CH3:46][OH:47].[Cl:1][c:2]1[cH:3][c:4]2[n:5]([cH:6][cH:7]1)[c:8](-[c:11]1[c:12]([Cl:17])[cH:13][cH:14][cH:15][cH:16]1)[n:9][n:10]2.[Na+:31].[Na+:32].[O-:33][C:34](=[O:35])[O-:36].[OH2:89].[Pd:48]([Cl:49])[Cl:50].[c:51]1([P:52]([c:53]2[cH:54][cH:55][cH:56][cH:57][cH:58]2)[c:59]2[cH:60][cH:61][cH:62][cH:63][cH:64]2)[cH:65][cH:66][cH:67][cH:68][cH:69]1.[c:70]1([P:71]([c:72]2[cH:73][cH:74][cH:75][cH:76][cH:77]2)[c:78]2[cH:79][cH:80][cH:81][cH:82][cH:83]2)[cH:84][cH:85][cH:86][cH:87][cH:88]1>>[c:2]1(-[c:21]2[cH:22][c:23]([C:24](=[O:25])[OH:26])[cH:27][cH:28][c:29]2[CH3:30])[cH:3][c:4]2[n:5]([cH:6][cH:7]1)[c:8](-[c:11]1[c:12]([Cl:17])[cH:13][cH:14][cH:15][cH:16]1)[n:9][n:10]2. Product: Cc1ccc(C(=O)O)cc1-c1ccn2c(-c3ccccc3Cl)nnc2c1. The reactants are Cc1ccc(C(=O)O)cc1B(O)O, CCO, COCCOC, CO, Clc1ccn2c(-c3ccccc3Cl)nnc2c1, [Na+], [Na+], O=C([O-])[O-], O, Cl[Pd]Cl, c1ccc(P(c2ccccc2)c2ccccc2)cc1, c1ccc(P(c2ccccc2)c2ccccc2)cc1. Reactants: BrC1=C(C(C2=CC=CC=C2C1=O)=O)CC(C(=O)OCC)C (Ethyl (2R/S)-3-(3-bromo-1,4-naphthoquinon-2-yl)-2-methylpropionate), product, Et2O hexanes, BrC1=C(C(C2=CC=CC=C2C1=O)=O)CCC(=O)O (3-(3-Bromo-1,4-naphthoquinon-2-yl)-propionic acid). Run in hexanes, CC(=O)C (acetone). Product: BrC1=C(C(C2=CC=CC=C2C1=O)=O)CC(C(=O)O)C ((2R/S)-3-(3-bromo-1,4-naphthoquinon-2-yl)-2-methylpropionic acid). Reaction SMILES: [Br:1][C:2]1[C:11](=[O:12])[C:10]2[C:5](=[CH:6][CH:7]=[CH:8][CH:9]=2)[C:4](=[O:13])[C:3]=1[CH2:14][CH:15]([CH3:21])[C:16]([O:18]CC)=[O:17].BrC1C(=O)C2C(=CC=CC=2)C(=O)C=1CCC(O)=O>CC(C)=O>[Br:1][C:2]1[C:11](=[O:12])[C:10]2[C:5](=[CH:6][CH:7]=[CH:8][CH:9]=2)[C:4](=[O:13])[C:3]=1[CH2:14][CH:15]([CH3:21])[C:16]([OH:18])=[O:17]. Procedure: Compound 69b was prepared from racemic 68b (0.027 g, 0.08 mmol) as described above for 69a to give 0.016 g (0.05 mmol, 63%) of the product as a yellow solid following flash chromatography (1:4 acetone:hexanes 0 to 0.5% AcOH) and recrystallization from Et2O/hexanes. The reactants are CCOC(=O)C=C(CNC(CC(C)C)C(=O)OC)Oc1ccc(OC)cc1, C1CCOC1. The product is COC(=O)C(CC(C)C)N1CC(Oc2ccc(OC)cc2)=CC1=O. Reaction SMILES: [CH3:1][O:2][C:3]([CH:4]([CH2:5][CH:6]([CH3:7])[CH3:8])[NH:9][CH2:10][C:11](=[CH:12][C:13](=[O:14])[O:15][CH2:16][CH3:17])[O:18][c:19]1[cH:20][cH:21][c:22]([O:25][CH3:26])[cH:23][cH:24]1)=[O:27].[O:28]1[CH2:29][CH2:30][CH2:31][CH2:32]1>>[CH3:1][O:2][C:3]([CH:4]([CH2:5][CH:6]([CH3:7])[CH3:8])[N:9]1[CH2:10][C:11]([O:18][c:19]2[cH:20][cH:21][c:22]([O:25][CH3:26])[cH:23][cH:24]2)=[CH:12][C:13]1=[O:14])=[O:27]. The product is CCCCCCCCCCOc1ccc(C=O)cc1. Starting materials: [Al+3], CCCCCCCCCCOc1ccc(C(=O)O)cc1, Cl, [H-], [H-], [H-], [H-], [Li+], C1CCOC1. RXN SMILES: [Al+3:22].[CH2:1]([CH2:2][CH2:3][CH2:4][CH2:5][CH2:6][CH2:7][CH2:8][CH2:9][CH3:10])[O:11][c:12]1[cH:13][cH:14][c:15]([C:16](=[O:17])[OH:18])[cH:19][cH:20]1.[ClH:27].[H-:21].[H-:24].[H-:25].[H-:26].[Li+:23].[O:28]1[CH2:29][CH2:30][CH2:31][CH2:32]1>>[CH2:1]([CH2:2][CH2:3][CH2:4][CH2:5][CH2:6][CH2:7][CH2:8][CH2:9][CH3:10])[O:11][c:12]1[cH:13][cH:14][c:15]([CH:16]=[O:17])[cH:19][cH:20]1. The reactants are CCOC(C)OC1CCC2(C)C(=CCC3C2CCC2(C)C(C(C)OC(C)=O)CCC32)C1, O=C([O-])O, CC(C)=O, Cl, [Na+], O. Yields the product CC(=O)OC(C)C1CCC2C3CC=C4CC(O)CCC4(C)C3CCC12C. RXN SMILES: [C:1]([CH3:2])(=[O:3])[O:4][CH:5]([CH3:6])[CH:7]1[CH2:8][CH2:9][CH:10]2[CH:11]3[CH2:12][CH:13]=[C:14]4[CH2:15][CH:16]([O:26][CH:27]([O:28][CH2:29][CH3:30])[CH3:31])[CH2:17][CH2:18][C:19]4([CH3:20])[CH:21]3[CH2:22][CH2:23][C:24]12[CH3:25].[C:34](=[O:35])([O-:36])[OH:37].[CH3:39][C:40](=[O:41])[CH3:42].[ClH:32].[Na+:38].[OH2:33]>>[C:1]([CH3:2])(=[O:3])[O:4][CH:5]([CH3:6])[CH:7]1[CH2:8][CH2:9][CH:10]2[CH:11]3[CH2:12][CH:13]=[C:14]4[CH2:15][CH:16]([OH:26])[CH2:17][CH2:18][C:19]4([CH3:20])[CH:21]3[CH2:22][CH2:23][C:24]12[CH3:25]. Starting materials: BrC1=C(C=C(CO)C=C1OC)OC (4-bromo-3,5-dimethoxybenzylalcohol), [OH-].[Na+] (sodium hydroxide), S(=O)(=O)(OCC)OCC (diethyl sulfate). The reagents and catalysts are C(C1=CC=CC=C1)Cl.C(C)[NH+](CC)CC (triethylammonium benzyl chloride). Reaction conditions: temperature 27.5 celsius, time 8 hour. Product: C(C)OCC1=CC(=C(C(=C1)OC)Br)OC (4-bromo-3,5-dimethoxybenzyl ethyl ether). The yield is 99.9%. RXN SMILES: [Br:1][C:2]1[C:9]([O:10][CH3:11])=[CH:8][C:5]([CH2:6][OH:7])=[CH:4][C:3]=1[O:12][CH3:13].[OH-].[Na+].S(OCC)(O[CH2:20][CH3:21])(=O)=O>C(Cl)C1C=CC=CC=1.C([NH+](CC)CC)C>[CH2:20]([O:7][CH2:6][C:5]1[CH:8]=[C:9]([O:10][CH3:11])[C:2]([Br:1])=[C:3]([O:12][CH3:13])[CH:4]=1)[CH3:21] |f:1.2,4.5|. Procedure details: To a mixture of 4-bromo-3,5-dimethoxybenzylalcohol (44.5 g), triethylammonium benzyl chloride (2.05 g) and 20% aqueous sodium hydroxide solution (288 g) was added diethyl sulfate (41.7 g) under ice-cooling, and the mixture was stirred overnight at 25-30° C. After stirring for 1 hour at 70° C., the mixture was cooled and extracted with toluene. The toluene layer was washed with water and saturated aqueous NaCl solution and dried over magnesium sulfate. The solvent was removed in vacuo to yield 4-... Starting materials: C(C)(C)(C)O[C@H](C(=O)OC)C1=C2N3CCC(OCCCC[C@@H](OC=4C=C(C(=CC4C4=CC=CC(C5=CN2C(C(=C1C)CC)=N5)=C4)F)F)C)(CC3)C (methyl(2S)-2-(tert-butoxy)-2-[(22S)-5-ethyl-17,18-difluoro-4,22,28-trimethyl-21,27-dioxa-1,7,34-triazahexacyclo[26.2.2.16,9.110,14.02,7.015,20]tetratriaconta-2,4,6(34),8,10(33),11,13,15(20),16,18-decaen-3-yl]acetate), C(C)(C)(C)O[C@H](C(=O)O)C1=C2N3CCC(OCCCC[C@@H](OC=4C=CC(=CC4C4=CC=CC(C5=C(N2C(C=C1C)=N5)Cl)=C4)C)C)(CC3)C ((2S)-2-(tert-butoxy)-2-[(22S)-8-chloro-4,17,22,28-tetramethyl-21,27-dioxa-1,7,34-triazahexacyclo[26.2.2.16,9.110,14.02,7.015,20]tetratriaconta-2,4,6(34),8,10(33),11,13,15(20),16,18-decaen-3-yl]acetic acid). Yields the product C(C)(C)(C)O[C@H](C(=O)O)C1=C2N3CCC(OCCCC[C@@H](OC=4C=C(C(=CC4C4=CC=CC(C5=CN2C(C(=C1C)CC)=N5)=C4)F)F)C)(CC3)C ((2S)-2-(tert-Butoxy)-2-[(22S)-5-ethyl-17,18-difluoro-4,22,28-trimethyl-21,27-dioxa-1,7,34-triazahexacyclo[26.2.2.16,9.110,14.02,7.015,20]tetratriaconta-2,4,6(34),8,10(33),11,13,15(20),16,18-decaen-3-yl]acetic acid). The yield is 52.6%. Reaction SMILES: [C:1]([O:5][C@@H:6]([C:11]1[C:40]([CH3:41])=[C:39]([CH2:42][CH3:43])[C:38]2=[N:44][C:35]3=[CH:36][N:37]2[C:12]=1[N:13]1[CH2:50][CH2:49][C:16]([CH3:51])([O:17][CH2:18][CH2:19][CH2:20][CH2:21][C@H:22]([CH3:48])[O:23][C:24]2[CH:25]=[C:26]([F:47])[C:27]([F:46])=[CH:28][C:29]=2[C:30]2[CH:45]=[C:34]3[CH:33]=[CH:32][CH:31]=2)[CH2:15][CH2:14]1)[C:7]([O:9]C)=[O:8])([CH3:4])([CH3:3])[CH3:2].C(O[C@@H](C1C(C)=CC2=NC3=C(Cl)N2C=1N1CCC(C)(OCCCC[C@H](C)OC2C=CC(C)=CC=2C2C=C3C=CC=2)CC1)C(O)=O)(C)(C)C>>[C:1]([O:5][C@@H:6]([C:11]1[C:40]([CH3:41])=[C:39]([CH2:42][CH3:43])[C:38]2=[N:44][C:35]3=[CH:36][N:37]2[C:12]=1[N:13]1[CH2:14][CH2:15][C:16]([CH3:51])([O:17][CH2:18][CH2:19][CH2:20][CH2:21][C@H:22]([CH3:48])[O:23][C:24]2[CH:25]=[C:26]([F:47])[C:27]([F:46])=[CH:28][C:29]=2[C:30]2[CH:45]=[C:34]3[CH:33]=[CH:32][CH:31]=2)[CH2:49][CH2:50]1)[C:7]([OH:9])=[O:8])([CH3:2])([CH3:3])[CH3:4]. Procedure: Prepared in 52.6% yield from methyl(2S)-2-(tert-butoxy)-2-[(22S)-5-ethyl-17,18-difluoro-4,22,28-trimethyl-21,27-dioxa-1,7,34-triazahexacyclo[26.2.2.16,9.110,14.02,7.015,20]tetratriaconta-2,4,6(34),8,10(33),11,13,15(20),16,18-decaen-3-yl]acetate following the procedure for (2S)-2-(tert-butoxy)-2-[(22S)-8-chloro-4,17,22,28-tetramethyl-21,27-dioxa-1,7,34-triazahexacyclo[26.2.2.16,9.110,14.02,7.015,20]tetratriaconta-2,4,6(34),8,10(33),11,13,15(20),16,18-decaen-3-yl]acetic acid. 1H NMR (500 MHz, DMSO...